Dataset: the Open Reaction Database (ORD), a public repository of structured organic reaction records. Task: describe an organic reaction: reactants, conditions, products, and yield Starting materials: COc1cccc(-c2ccc(C(O)(c3cn(C(c4ccccc4)(c4ccccc4)c4ccccc4)cn3)C(C)C)cc2)c1, Cl, c1ccncc1. Product: COc1cccc(-c2ccc(C(O)(c3c[nH]cn3)C(C)C)cc2)c1. RXN SMILES: [CH3:1][O:2][c:3]1[cH:4][c:5](-[c:9]2[cH:10][cH:11][c:12]([C:15]([CH:16]([CH3:17])[CH3:18])([OH:19])[c:20]3[n:21][cH:22][n:23]([C:25]([c:26]4[cH:27][cH:28][cH:29][cH:30][cH:31]4)([c:32]4[cH:33][cH:34][cH:35][cH:36][cH:37]4)[c:38]4[cH:39][cH:40][cH:41][cH:42][cH:43]4)[cH:24]3)[cH:13][cH:14]2)[cH:6][cH:7][cH:8]1.[ClH:44].[n:45]1[cH:46][cH:47][cH:48][cH:49][cH:50]1>>[CH3:1][O:2][c:3]1[cH:4][c:5](-[c:9]2[cH:10][cH:11][c:12]([C:15]([CH:16]([CH3:17])[CH3:18])([OH:19])[c:20]3[n:21][cH:22][nH:23][cH:24]3)[cH:13][cH:14]2)[cH:6][cH:7][cH:8]1.